From a dataset of the Open Reaction Database (ORD), a public repository of structured organic reaction records. describe an organic reaction: reactants, conditions, products, and yield Reactants: Cl.N1(CCNCC1)S(=O)(=O)N (piperazine-1-sulfonamide, hydrochloride salt), Cl.FC1=C(C=CC=C1F)CSC1=NC(=CC(=N1)NS(=O)(=O)N1CCNCC1)OC (N-[2-[[(2,3-Difluorophenyl)methyl]thio]-6-methoxypyrimidin-4-yl]piperazine-1-sulfonamide, hydrochloride salt), CN1CCOCC1 (N-methylmorpholine), C(C)(C)(C)OC(=O)NCC(=O)O (N-(tert-butoxycarbonyl)glycine), O.ON1N=NC2=C1C=CC=C2 (1-hydroxybenzotriazole hydrate). Run in CN(C)C=O (DMF), CN(C)C=O (DMF). Run at time 1 hour. Product: FC1=C(CSC2=NC(=CC(=N2)NS(=O)(=O)N2CCN(CC2)C(CNC(OC(C)(C)C)=O)=O)OC)C=CC=C1F (tert-Butyl (2-{4-[({2-[(2,3-difluorobenzyl)thio]-6-methoxypyrimidin-4-yl}amino)sulfonyl]piperazin-1-yl}-2-oxoethyl)carbamate). Reaction SMILES: [C:1]([O:5][C:6]([NH:8][CH2:9][C:10]([OH:12])=O)=[O:7])([CH3:4])([CH3:3])[CH3:2].O.ON1C2C=CC=CC=2N=N1.Cl.N1(S(N)(=O)=O)CCNCC1.Cl.[F:36][C:37]1[C:42]([F:43])=[CH:41][CH:40]=[CH:39][C:38]=1[CH2:44][S:45][C:46]1[N:51]=[C:50]([NH:52][S:53]([N:56]2[CH2:61][CH2:60][NH:59][CH2:58][CH2:57]2)(=[O:55])=[O:54])[CH:49]=[C:48]([O:62][CH3:63])[N:47]=1.CN1CCOCC1>CN(C=O)C>[F:36][C:37]1[C:42]([F:43])=[CH:41][CH:40]=[CH:39][C:38]=1[CH2:44][S:45][C:46]1[N:51]=[C:50]([NH:52][S:53]([N:56]2[CH2:57][CH2:58][N:59]([C:10](=[O:12])[CH2:9][NH:8][C:6](=[O:7])[O:5][C:1]([CH3:2])([CH3:3])[CH3:4])[CH2:60][CH2:61]2)(=[O:54])=[O:55])[CH:49]=[C:48]([O:62][CH3:63])[N:47]=1 |f:1.2,3.4,5.6|. Procedure details: To a solution of N-(tert-butoxycarbonyl)glycine (0.11 g) in DMF (10 mL) was added 1,3-Dicyclohexycarbodiimide (0.14 g) and 1-hydroxybenzotriazole hydrate (94 mg). After stirring at room temperature for 1 h, a solution of N42-[[(2,3-Difluorophenyl)methyl]thio]-6-methoxypyrimidin-4-yl]piperazine-1-sulfonamide, hydrochloride salt (the product of step i, 0.27 g) and N-methylmorpholine (78 μL) in DMF (5 mL) was added dropwise and stirring continued at room temperature for 24 h. The mixture was filter...